Dataset: the Open Reaction Database (ORD), a public repository of structured organic reaction records. Task: describe an organic reaction: reactants, conditions, products, and yield Starting materials: CN1CCN(C)C(CO)C1, CCN(C(C)C)C(C)C, O=C(Cl)Oc1ccc([N+](=O)[O-])cc1, ClCCl, Fc1ccc(N2CCNCC2)c(F)c1. The product is CN1CCN(C)C(COC(=O)N2CCN(c3ccc(F)cc3F)CC2)C1. Reaction SMILES: [CH3:23][N:24]1[CH:25]([CH2:31][OH:32])[CH2:26][N:27]([CH3:30])[CH2:28][CH2:29]1.[CH:14]([N:15]([CH2:16][CH3:17])[CH:18]([CH3:19])[CH3:20])([CH3:21])[CH3:22].[Cl:1][C:2](=[O:3])[O:4][c:5]1[cH:6][cH:7][c:8]([N+:9]([O-:10])=[O:11])[cH:12][cH:13]1.[Cl:47][CH2:48][Cl:49].[F:33][c:34]1[c:35]([N:41]2[CH2:42][CH2:43][NH:44][CH2:45][CH2:46]2)[cH:36][cH:37][c:38]([F:40])[cH:39]1>>[C:2](=[O:3])([O:32][CH2:31][CH:25]1[N:24]([CH3:23])[CH2:29][CH2:28][N:27]([CH3:30])[CH2:26]1)[N:44]1[CH2:43][CH2:42][N:41]([c:35]2[c:34]([F:33])[cH:39][c:38]([F:40])[cH:37][cH:36]2)[CH2:46][CH2:45]1.